Dataset: the Open Reaction Database (ORD), a public repository of structured organic reaction records. Task: describe an organic reaction: reactants, conditions, products, and yield The reactants are ClC(C(=O)N1C(O[C@@H]([C@H]1CO)C1=CC=C(C=C1)S(=O)(=O)C)(C)C)Cl ((4R,5R)-3-dichloroacetyl-2,2-dimethyl-4-hydroxymethyl-5-[4-(methylsulfonyl)phenyl]-1,3-oxazolidine), C(C)N(C(C(C(F)(F)F)F)(F)F)CC (N,N-diethyl-1,1,2,3,3,3-hexafluoro-1-propanamine). Solvent: C(Cl)Cl (methylene chloride). Run at temperature 22.5 celsius. Product: ClC(C(=O)N1C(O[C@@H]([C@H]1CF)C1=CC=C(C=C1)S(=O)(=O)C)(C)C)Cl ((4S,5R)-3-dichloroacetyl-2,2-dimethyl-4-fluoromethyl-5-[4-(methylsulfonyl)phenyl]-1,3-oxazolidine). Reaction SMILES: [Cl:1][CH:2]([Cl:24])[C:3]([N:5]1[C@H:9]([CH2:10]O)[C@@H:8]([C:12]2[CH:17]=[CH:16][C:15]([S:18]([CH3:21])(=[O:20])=[O:19])=[CH:14][CH:13]=2)[O:7][C:6]1([CH3:23])[CH3:22])=[O:4].C(N(CC)C(F)(F)C(F)C(F)(F)[F:31])C>C(Cl)Cl>[Cl:1][CH:2]([Cl:24])[C:3]([N:5]1[C@H:9]([CH2:10][F:31])[C@@H:8]([C:12]2[CH:17]=[CH:16][C:15]([S:18]([CH3:21])(=[O:20])=[O:19])=[CH:14][CH:13]=2)[O:7][C:6]1([CH3:23])[CH3:22])=[O:4]. Procedure: (4R,5R)-3-dichloroacetyl-2,2-dimethyl-4-hydroxymethyl-5-[4-(methylsulfonyl)phenyl]-1,3-oxazolidine (Compound XIIa) (81 g, 0.2050 moles) in methylene chloride (450 ml) reacts with N,N-diethyl-1,1,2,3,3,3-hexafluoro-1-propanamine (Ishikawa Reagent) (73.2 g, 0.328 moles) at 95-105° C. for 2-4 hours. Cooling to 20-25° C., quenching with 25% aqueous sodium hydroxide and water (2000 mL) and separation of the methylene chloride layer gives a solution of (4S,5R)-3-dichloroacetyl-2,2-dimethyl-4-fluoromet... Reactants: Cl (HCl), C(CCC)[Li] (n-butyllithium), BrC1=CC(=C(C#N)C(=C1)C)C (4-bromo-2,6-dimethylbenzonitrile), B(OC(C)C)(OC(C)C)OC(C)C (triisopropyl borate). Run in O1CCCC1 (tetrahydrofuran). Conditions: time 20 minute. The product is C(#N)C1=C(C=C(C=C1C)B(O)O)C (4-Cyano-3,5-dimethylphenylboronic acid). As a reaction SMILES: C([Li])CCC.Br[C:7]1[CH:14]=[C:13]([CH3:15])[C:10]([C:11]#[N:12])=[C:9]([CH3:16])[CH:8]=1.[B:17](OC(C)C)([O:22]C(C)C)[O:18]C(C)C.Cl>O1CCCC1>[C:11]([C:10]1[C:13]([CH3:15])=[CH:14][C:7]([B:17]([OH:22])[OH:18])=[CH:8][C:9]=1[CH3:16])#[N:12]. Procedure: 4.55 ml of n-butyllithium solution (1.6M in hexane) are added dropwise to a solution of 1.39 g of 4-bromo-2,6-dimethylbenzonitrile in 25 ml of dry tetrahydrofuran at −78° C. After stirring at this temperature for 20 minutes, 1.88 ml of triisopropyl borate are added. After 45 minutes, 15 ml of 1N aqueous HCl are added to the reaction mixture, which is warmed to room temperature. The phases are separated and the aqueous phase is extracted three more times with 100 ml of diethyl ether/tetrahydrofur... Starting materials: Cl.ClCCCN (3-chloropropylamine HCl), N1=CC=C(C=C1)C=O (pyridine-4-carboxaldehyde), aldehyde, C(=O)([O-])[O-].[K+].[K+] (K2CO3). Solvent: O (H2O). The product is ClCCCN=CC1=CC=NC=C1 (Pyridine-4-carboxaldehyde (3-Chloropropyl)imine). As a reaction SMILES: Cl.[Cl:2][CH2:3][CH2:4][CH2:5][NH2:6].[N:7]1[CH:12]=[CH:11][C:10]([CH:13]=O)=[CH:9][CH:8]=1.C([O-])([O-])=O.[K+].[K+]>O>[Cl:2][CH2:3][CH2:4][CH2:5][N:6]=[CH:13][C:10]1[CH:11]=[CH:12][N:7]=[CH:8][CH:9]=1 |f:0.1,3.4.5|. Procedure details: To 3-chloropropylamine HCl (15.1 g, 0.120 moles (hereinafter mol) and H2O (100 mL) was added pyridine-4-carboxaldehyde (9.55 mL, 0.100 mol), then K2CO3 (8.28 g, 0.060 mol) then CH2CL2 (100 mL) and the mixture was stirred for 40 min. The phases were separated and the aq phase was extracted with additional CH2Cl2 (2×50 mL), dried (Na2SO4) and concentrated to afford 17.1 g (94%) 1H NMR (CD3Cl): d 8.69 (d, J=4.5 Hz, 2H, 8.32 (s, 1H), 8.28 (s, 1H), 7.58 (d, J=4.5 Hz, 2H), 3.63 (t, J=6 Hz, 2H), (t, J=... The reactants are [BH4-], CC(=O)O, CCO, O=Cc1cc(F)c2c(c1)OCCO2, [Na+]. The product is OCc1cc(F)c2c(c1)OCCO2. RXN SMILES: [BH4-:14].[CH3:16][C:17](=[O:18])[OH:19].[CH3:20][CH2:21][OH:22].[F:1][c:2]1[cH:3][c:4]([CH:12]=[O:13])[cH:5][c:6]2[c:7]1[O:8][CH2:9][CH2:10][O:11]2.[Na+:15]>>[F:1][c:2]1[cH:3][c:4]([CH2:12][OH:13])[cH:5][c:6]2[c:7]1[O:8][CH2:9][CH2:10][O:11]2. The reactants are IC=1C(=NC=C(C1N)OC)C1=CC=CC=C1 (3-iodo-5-methoxy-2-phenyl-pyridin-4-ylamine), C(C1=CC=CC=C1)(=O)N=C=S (benzoyl isothiocyanate). The solvent is CC(=O)C (acetone). Yields the product C(C1=CC=CC=C1)(=O)NC(=S)NC1=C(C(=NC=C1OC)C1=CC=CC=C1)I (1-benzoyl-3-(3-iodo-5-methoxy-2-phenyl-pyridin-4-yl)-thiourea). Yield: 67.4%. RXN SMILES: [I:1][C:2]1[C:3]([C:11]2[CH:16]=[CH:15][CH:14]=[CH:13][CH:12]=2)=[N:4][CH:5]=[C:6]([O:9][CH3:10])[C:7]=1[NH2:8].[C:17]([N:25]=[C:26]=[S:27])(=[O:24])[C:18]1[CH:23]=[CH:22][CH:21]=[CH:20][CH:19]=1>CC(C)=O>[C:17]([NH:25][C:26]([NH:8][C:7]1[C:6]([O:9][CH3:10])=[CH:5][N:4]=[C:3]([C:11]2[CH:12]=[CH:13][CH:14]=[CH:15][CH:16]=2)[C:2]=1[I:1])=[S:27])(=[O:24])[C:18]1[CH:23]=[CH:22][CH:21]=[CH:20][CH:19]=1. Procedure details: To a stirred solution of 159 g (4.88 mmol) 3-iodo-5-methoxy-2-phenyl-pyridin-4-ylamine in 30 ml acetone was added dropwise 0.98 ml (7.31 mmol) benzoyl isothiocyanate at room temperature. The reaction mixture then heated at reflux for 5 h before being cooled to room temperature concentrated in vacuo. Flash chromatography (ethyl acetate/heptane) afforded 1.61 g (67%) 1-benzoyl-3-(3-iodo-5-methoxy-2-phenyl-pyridin-4-yl)-thiourea as a yellow crystalline solid. ES-MS m/e (%): 490 (M+H+, 100). Reactants: OC(C(=O)O)C1NCCC1 (2-hydroxy-2-(pyrrolidin-2-yl)acetic acid), [OH-].[Na+] (sodium hydroxide), C(C1=CC=CC=C1)OC(=O)Cl (benzyloxycarbonyl chloride). Run in O (water). Run at time 1.5 hour. The product is OC(C(=O)O)C1N(CCC1)C(=O)OCC1=CC=CC=C1 (α-hydroxy-α-(1-benzyloxycarbonylpyrrolidin-2-yl)acetic acid). The yield is 70.3%. RXN SMILES: [OH:1][CH:2]([CH:6]1[CH2:10][CH2:9][CH2:8][NH:7]1)[C:3]([OH:5])=[O:4].[OH-].[Na+].[CH2:13]([O:20][C:21](Cl)=[O:22])[C:14]1[CH:19]=[CH:18][CH:17]=[CH:16][CH:15]=1>O>[OH:1][CH:2]([CH:6]1[CH2:10][CH2:9][CH2:8][N:7]1[C:21]([O:20][CH2:13][C:14]1[CH:19]=[CH:18][CH:17]=[CH:16][CH:15]=1)=[O:22])[C:3]([OH:5])=[O:4] |f:1.2|. Reported procedure: To a solution of 1.002 g (6.9 mmoles) of 2-hydroxy-2-(pyrrolidin-2-yl)acetic acid in a solution of 550 mg (2 equivalents) of sodium hydroxide in 10 ml of water is added 1.18 ml (1.2 equivalents) of benzyloxycarbonyl chloride, and the mixture is stirred at room temperature for 1.5 hours, washed twice with ether, adjusted to pH 2 with 10% hydrochloric acid, and then extracted thrice with methylene chloride. The extract is washed with water, dried over sodium sulfate and evaporated under reduced pr... The reactants are C(C)(C)(C)OC(=O)N1CCC=2C=3C(=NC=NC3SC2C1)NC1=CC(=C(C=C1)OCC1=NC=CC=C1)Cl (4-[3-Chloro-4-(pyridin-2-ylmethoxy)-phenylamino]-5,8-dihydro-6H-9-thia-1,3,7-triaza-fluorene-7-carboxylic acid tert-butyl ester), C(=O)(C(F)(F)F)O (TFA). The solvent is C(Cl)Cl (DCM). Reaction conditions: time 8 hour. The product is ClC=1C=C(C=CC1OCC1=NC=CC=C1)NC1=NC=NC=2SC=3CNCCC3C12 ([3-Chloro-4-(pyridin-2-ylmethoxy)-phenyl]-(5,6,7,8-tetrahydro-9-thia-1,3,7-triaza-fluoren-4-yl)-amine). Isolated yield 68.7%. Reaction SMILES: C(OC([N:8]1[CH2:20][C:19]2[S:18][C:17]3[N:16]=[CH:15][N:14]=[C:13]([NH:21][C:22]4[CH:27]=[CH:26][C:25]([O:28][CH2:29][C:30]5[CH:35]=[CH:34][CH:33]=[CH:32][N:31]=5)=[C:24]([Cl:36])[CH:23]=4)[C:12]=3[C:11]=2[CH2:10][CH2:9]1)=O)(C)(C)C.C(O)(C(F)(F)F)=O>C(Cl)Cl>[Cl:36][C:24]1[CH:23]=[C:22]([NH:21][C:13]2[C:12]3[C:11]4[CH2:10][CH2:9][NH:8][CH2:20][C:19]=4[S:18][C:17]=3[N:16]=[CH:15][N:14]=2)[CH:27]=[CH:26][C:25]=1[O:28][CH2:29][C:30]1[CH:35]=[CH:34][CH:33]=[CH:32][N:31]=1. Reported procedure: To a 4-[3-Chloro-4-(pyridin-2-ylmethoxy)-phenylamino]-5,8-dihydro-6H-9-thia-1,3,7-triaza-fluorene-7-carboxylic acid tert-butyl ester (3.6 g, 6.87 mmol) in DCM (45 mL) solution was added TFA (5.2 mL, 68.7 mmol, 10 equiv). The reaction mixture was stirred at rt for 8 h. The solution mixture was concentrated in vacuo. To the residue was added sat. NaHCO3 solution and stirred at rt for 1.5 h. The mixture was then filtered and washed with water. The damp solid was placed in a vacuum oven and dried fo...